describe an organic reaction: reactants, conditions, products, and yield From a dataset of the Open Reaction Database (ORD), a public repository of structured organic reaction records. Starting materials: Cc1cc(C)c2c(c1C)OCC2c1ccc(Br)cc1, [Na+], [Na+], O=C([O-])[O-], O, OB(O)c1ccccc1, c1ccc(P(c2ccccc2)(c2ccccc2)[Pd](P(c2ccccc2)(c2ccccc2)c2ccccc2)(P(c2ccccc2)(c2ccccc2)c2ccccc2)P(c2ccccc2)(c2ccccc2)c2ccccc2)cc1. Yields the product Cc1cc(C)c2c(c1C)OCC2c1ccc(-c2ccccc2)cc1. RXN SMILES: [Br:1][c:2]1[cH:3][cH:4][c:5]([CH:8]2[CH2:9][O:10][c:11]3[c:12]2[c:13]([CH3:19])[cH:14][c:15]([CH3:18])[c:16]3[CH3:17])[cH:6][cH:7]1.[Na+:30].[Na+:31].[O-:32][C:33](=[O:34])[O-:35].[OH2:29].[OH:20][B:21]([OH:22])[c:23]1[cH:24][cH:25][cH:26][cH:27][cH:28]1.[cH:36]1[cH:37][cH:38][c:39]([P:40]([Pd:41]([P:42]([c:43]2[cH:44][cH:45][cH:46][cH:47][cH:48]2)([c:49]2[cH:50][cH:51][cH:52][cH:53][cH:54]2)[c:55]2[cH:56][cH:57][cH:58][cH:59][cH:60]2)([P:61]([c:62]2[cH:63][cH:64][cH:65][cH:66][cH:67]2)([c:68]2[cH:69][cH:70][cH:71][cH:72][cH:73]2)[c:74]2[cH:75][cH:76][cH:77][cH:78][cH:79]2)[P:80]([c:81]2[cH:82][cH:83][cH:84][cH:85][cH:86]2)([c:87]2[cH:88][cH:89][cH:90][cH:91][cH:92]2)[c:93]2[cH:94][cH:95][cH:96][cH:97][cH:98]2)([c:99]2[cH:100][cH:101][cH:102][cH:103][cH:104]2)[c:105]2[cH:106][cH:107][cH:108][cH:109][cH:110]2)[cH:111][cH:112]1>>[c:2]1(-[c:23]2[cH:24][cH:25][cH:26][cH:27][cH:28]2)[cH:3][cH:4][c:5]([CH:8]2[CH2:9][O:10][c:11]3[c:12]2[c:13]([CH3:19])[cH:14][c:15]([CH3:18])[c:16]3[CH3:17])[cH:6][cH:7]1. Product: OC(CNCCCCOC1=C(C=C(C=C1)S(=O)(=O)C)C1C(=C(NC(=C1C(=O)OC)C)C)C(=O)OC)COC1=CC=CC=C1 (dimethyl 4-[2-[4-(2-hydroxy-3-phenoxypropylamino)butoxy]-5-methylsulfonylphenyl]-2,6-dimethyl-1,4-dihydropyridine-3,5-dicarboxylate). The reactants are NCCCCOC1=C(C=C(C=C1)S(=O)(=O)C)C1C(=C(NC(=C1C(=O)OC)C)C)C(=O)OC (dimethyl 4-[2-(4-aminobutoxy)-5-methylsulfonylphenyl]-2,6-dimethyl-1,4-dihydropyridine-3,5-dicarboxylate), C1(=CC=CC=C1)OCC1CO1 (glycidyl phenyl ether). RXN SMILES: [NH2:1][CH2:2][CH2:3][CH2:4][CH2:5][O:6][C:7]1[CH:12]=[CH:11][C:10]([S:13]([CH3:16])(=[O:15])=[O:14])=[CH:9][C:8]=1[CH:17]1[C:22]([C:23]([O:25][CH3:26])=[O:24])=[C:21]([CH3:27])[NH:20][C:19]([CH3:28])=[C:18]1[C:29]([O:31][CH3:32])=[O:30].[C:33]1([O:39][CH2:40][CH:41]2[O:43][CH2:42]2)[CH:38]=[CH:37][CH:36]=[CH:35][CH:34]=1>CO>[OH:43][CH:41]([CH2:40][O:39][C:33]1[CH:38]=[CH:37][CH:36]=[CH:35][CH:34]=1)[CH2:42][NH:1][CH2:2][CH2:3][CH2:4][CH2:5][O:6][C:7]1[CH:12]=[CH:11][C:10]([S:13]([CH3:16])(=[O:14])=[O:15])=[CH:9][C:8]=1[CH:17]1[C:22]([C:23]([O:25][CH3:26])=[O:24])=[C:21]([CH3:27])[NH:20][C:19]([CH3:28])=[C:18]1[C:29]([O:31][CH3:32])=[O:30]. Isolated yield 30.9%. The solvent is CO (methanol). Reported procedure: In 44 ml of methanol were dissolved 2.57 g of dimethyl 4-[2-(4-aminobutoxy)-5-methylsulfonylphenyl]-2,6-dimethyl-1,4-dihydropyridine-3,5-dicarboxylate (obtained in Reference Example 2) and 0.83 g of glycidyl phenyl ether, and the solution formed was allowed to react at room temperature for 43 hours and concentrated under reduced pressure. The residue was subjected to silica gel column chromatography, and the product was eluted with chloroform-methanol (95:5 v/v). Crude crystals were recrystalliz... The reactants are Cl.ClCC=1C=NC=CC1 (3-(chloromethyl)pyridine hydrochloride), NC1=CC(=C(C(=O)N[C@@H]2[C@@H](CNCC2)OC)C=C1Cl)OC (cis-4-amino-5-chloro-2-methoxy-N-(3-methoxy-4piperidinyl)benzamide), C([O-])([O-])=O.[Na+].[Na+] (sodium carbonate). The solvent is CN(C=O)C (N,N-dimethylformamide). Conditions: temperature 60 celsius, time 5 hour. Product: NC1=CC(=C(C(=O)N[C@@H]2[C@@H](CN(CC2)CC=2C=NC=CC2)OC)C=C1Cl)OC (cis-4-amino-5-chloro-2-methoxy-N-[3-methoxy-1-(3-pyridinylmethyl)-4-piperidinyl]benzamide). The yield is 64.2%. RXN SMILES: Cl.Cl[CH2:3][C:4]1[CH:5]=[N:6][CH:7]=[CH:8][CH:9]=1.[NH2:10][C:11]1[C:27]([Cl:28])=[CH:26][C:14]([C:15]([NH:17][C@H:18]2[CH2:23][CH2:22][NH:21][CH2:20][C@H:19]2[O:24][CH3:25])=[O:16])=[C:13]([O:29][CH3:30])[CH:12]=1.C(=O)([O-])[O-].[Na+].[Na+]>CN(C)C=O>[NH2:10][C:11]1[C:27]([Cl:28])=[CH:26][C:14]([C:15]([NH:17][C@H:18]2[CH2:23][CH2:22][N:21]([CH2:3][C:4]3[CH:5]=[N:6][CH:7]=[CH:8][CH:9]=3)[CH2:20][C@H:19]2[O:24][CH3:25])=[O:16])=[C:13]([O:29][CH3:30])[CH:12]=1 |f:0.1,3.4.5|. Procedure details: A mixture of 2.8 parts of 3-(chloromethyl)pyridine hydrochloride, 4.7 parts of cis-4-amino-5-chloro-2-methoxy-N-(3-methoxy-4piperidinyl)benzamide, 5.3 parts of sodium carbonate and 68 of N,N-dimethylformamide was stirred for 5 hours at about 60° C. The reaction mixture was cooled to room temperature and filtered. The filtrate was evaporated. The solid residue was purified by column-chromatography over silica gel using a mixture of trichloromethane and methanol (90:10 by volume) as eluent. The pu... Starting materials: BrC=1C(=C(C=C(C1)CCl)C(C)=O)O (1-(3-Bromo-5-chloromethyl-2-hydroxy-phenyl)-ethanone), [C-]#N.[Na+] (NaCN). Solvent: CS(=O)C (DMSO), CS(=O)C (DMSO), O (water). Reaction conditions: time 15 hour. The product is C(C)(=O)C=1C=C(C=C(C1O)Br)CC#N ((3-acetyl-5-bromo-4-hydroxy-phenyl)-acetonitrile). Yield: 58.0%. As a reaction SMILES: [Br:1][C:2]1[C:3]([OH:13])=[C:4]([C:10](=[O:12])[CH3:11])[CH:5]=[C:6]([CH2:8]Cl)[CH:7]=1.[C-:14]#[N:15].[Na+]>CS(C)=O.O>[C:10]([C:4]1[CH:5]=[C:6]([CH2:8][C:14]#[N:15])[CH:7]=[C:2]([Br:1])[C:3]=1[OH:13])(=[O:12])[CH3:11] |f:1.2|. Procedure details: A solution of 1-(3-Bromo-5-chloromethyl-2-hydroxy-phenyl)-ethanone 212 (7.6 mmol) in 6 mL DMSO is added dropwise to a suspension of 8.2 mmol of NaCN in 4 mL DMSO. The mixture is stirred for 12-18 h and diluted with 80 mL water to yield a solid. The solid is isolated and recrystallized from ethanol to yield (3-acetyl-5-bromo-4-hydroxy-phenyl)-acetonitrile 213 in a 58% yield. Starting materials: C(C)(C)(C)OC(=O)N1C(=CC=2C=NC(=CC21)Cl)C=2C=NN(C2)C(=O)OC(C)(C)C (tert-Butyl-2-(1-(tert-butoxycarbonyl)-1H-pyrazol-4-yl)-6-chloro-1H-pyrrolo[3,2-c]pyridine-1-carboxylate), CC1(C2=C(C(=CC=C2)P(C3=CC=CC=C3)C4=CC=CC=C4)OC5=C(C=CC=C51)P(C6=CC=CC=C6)C7=CC=CC=C7)C (XantPhos), CC1=CC=C(N)C=C1 (4-methylaniline), P(=O)([O-])([O-])[O-].[K+].[K+].[K+] (potassium phosphate). Reagents/catalysts: C=1C=CC(=CC1)/C=C/C(=O)/C=C/C2=CC=CC=C2.C=1C=CC(=CC1)/C=C/C(=O)/C=C/C2=CC=CC=C2.C=1C=CC(=CC1)/C=C/C(=O)/C=C/C2=CC=CC=C2.[Pd].[Pd] (Pd2(dba)3). Run in O (water), CN1CCCC1=O (NMP), O (water). Product: C(C)(C)(C)OC(=O)N1N=CC(=C1)C1=CC=2C=NC(=CC2N1C(=O)OC(C)(C)C)NC1=CC=C(C=C1)C (tert-Butyl 2-(1-(tert-butoxycarbonyl)-1H-pyrazol-4-yl)-6-(p-tolylamino)-1H-pyrrolo[3,2-c]pyridine-1-carboxylate). Isolated yield 33.1%. Reaction SMILES: [C:1]([O:5][C:6]([N:8]1[C:16]2[CH:15]=[C:14](Cl)[N:13]=[CH:12][C:11]=2[CH:10]=[C:9]1[C:18]1[CH:19]=[N:20][N:21]([C:23]([O:25][C:26]([CH3:29])([CH3:28])[CH3:27])=[O:24])[CH:22]=1)=[O:7])([CH3:4])([CH3:3])[CH3:2].[CH3:30][C:31]1[CH:37]=[CH:36][C:34]([NH2:35])=[CH:33][CH:32]=1.P([O-])([O-])([O-])=O.[K+].[K+].[K+].CC1(C)C2C(=C(P(C3C=CC=CC=3)C3C=CC=CC=3)C=CC=2)OC2C(P(C3C=CC=CC=3)C3C=CC=CC=3)=CC=CC1=2>C1C=CC(/C=C/C(/C=C/C2C=CC=CC=2)=O)=CC=1.C1C=CC(/C=C/C(/C=C/C2C=CC=CC=2)=O)=CC=1.C1C=CC(/C=C/C(/C=C/C2C=CC=CC=2)=O)=CC=1.[Pd].[Pd].O.CN1C(=O)CCC1>[C:26]([O:25][C:23]([N:21]1[CH:22]=[C:18]([C:9]2[N:8]([C:6]([O:5][C:1]([CH3:4])([CH3:3])[CH3:2])=[O:7])[C:16]3[CH:15]=[C:14]([NH:35][C:34]4[CH:36]=[CH:37][C:31]([CH3:30])=[CH:32][CH:33]=4)[N:13]=[CH:12][C:11]=3[CH:10]=2)[CH:19]=[N:20]1)=[O:24])([CH3:29])([CH3:28])[CH3:27] |f:2.3.4.5,7.8.9.10.11|. Reported procedure: tert-Butyl-2-(1-(tert-butoxycarbonyl)-1H-pyrazol-4-yl)-6-chloro-1H-pyrrolo[3,2-c]pyridine-1-carboxylate (17) (44 mg 0.105 mmole) and 4-methylaniline (13 mg 0.12 mmole) were placed in a microwave vial and potassium phosphate (53 mg 0.25 mmole), XantPhos (10.5 mg 0.022 mmol) and Pd2(dba)3 (10.1 mg 0.011 mmol) were added. NMP containing water (3%) (1.2 mL) was then added and the vial sealed under argon. It was microwaved at 80° C. for 1.5 hrs. The reaction was added to water (10 mL) and extracted w...